Dataset: the Open Reaction Database (ORD), a public repository of structured organic reaction records. Task: describe an organic reaction: reactants, conditions, products, and yield Starting materials: C(C)(=O)N1CCC(CC1)CCC(=O)C1=C2C=3C(CNC3C=C1)CCC2 (3-(1-acetyl-4-piperidinyl)-1-(1,2,2a,3,4,5-hexahydrobenz[cd]indol-6-yl)-1-propanone), C(C)(=O)OC(C)=O (acetic anhydride). The solvent is C(C)(=O)OCC (ethyl acetate). Conditions: time 1 hour. The product is C(C)(=O)N1CCC(CC1)CCC(=O)C1=C2C=3C(CN(C3C=C1)C(C)=O)CCC2 (3-(1-Acetyl-4-piperidinyl)-1-(1-acetyl-1,2,2a,3,4,5-hexahydrobenz[cd]indol-6-yl)-1-propanone). Isolated yield 92.1%. RXN SMILES: [C:1]([N:4]1[CH2:9][CH2:8][CH:7]([CH2:10][CH2:11][C:12]([C:14]2[CH:22]=[CH:21][C:20]3[NH:19][CH2:18][CH:17]4[CH2:23][CH2:24][CH2:25][C:15]=2[C:16]=34)=[O:13])[CH2:6][CH2:5]1)(=[O:3])[CH3:2].[C:26](OC(=O)C)(=[O:28])[CH3:27]>C(OCC)(=O)C>[C:1]([N:4]1[CH2:5][CH2:6][CH:7]([CH2:10][CH2:11][C:12]([C:14]2[CH:22]=[CH:21][C:20]3[N:19]([C:26](=[O:28])[CH3:27])[CH2:18][CH:17]4[CH2:23][CH2:24][CH2:25][C:15]=2[C:16]=34)=[O:13])[CH2:8][CH2:9]1)(=[O:3])[CH3:2]. Procedure: A mixed solution of 3-(1-acetyl-4-piperidinyl)-1-(1,2,2a,3,4,5-hexahydrobenz[cd]indol-6-yl)-1-propanone (free base, 0.15 g, 0.44 mmol) and acetic anhydride (0.066 ml, 0.69 mmol) in ethyl acetate (20 ml) was heated at 70-75° C. with stirring for 1 hour. The solvent was then distilled off and the residue was purified by silica gel column chromatography (eluent: ethyl acetate-methanol=20:1) to provide the title compound (0.155 g) as colorless crystals melting at 130-132° C. Reactants: NC1=NC(=C(C(=N1)OCC1=CC=C(C=C1)CNC(C(F)(F)F)=O)N)N (2,5,6-Triamino-4-[4-(2,2,2-trifluoro-acetylamino-methyl)-benzyloxy]-pyrimidine), O=C1C(O)=C([O-])[C@H](O1)[C@@H](O)CO.[Na+] (sodium ascorbate), C1C(OCC(O1)(CO)O)(CO)O (Dihydroxyacetone dimer). Solvent: CC(=O)N(C)C.O (dimethylacetamide water). Reaction conditions: temperature 40 celsius. Yields the product NC1=NC2=NC=C(N=C2C(=N1)OCC1=CC=C(C=C1)CNC(C(F)(F)F)=O)CO (2-Amino-6-hydroxymethyl-4-[4-(2,2,2-trifluoro-acetylamino-methyl)-benzyloxy]-pteridine). As a reaction SMILES: [NH2:1][C:2]1[N:7]=[C:6]([O:8][CH2:9][C:10]2[CH:15]=[CH:14][C:13]([CH2:16][NH:17][C:18](=[O:23])[C:19]([F:22])([F:21])[F:20])=[CH:12][CH:11]=2)[C:5]([NH2:24])=[C:4]([NH2:25])[N:3]=1.[O:26]=[C:27]1O[C@H]([C@H](CO)O)[C:30]([O-])=[C:28]1O.[Na+].C1OC(O)(CO)COC1(O)CO>CC(N(C)C)=O.O>[NH2:1][C:2]1[N:7]=[C:6]([O:8][CH2:9][C:10]2[CH:11]=[CH:12][C:13]([CH2:16][NH:17][C:18](=[O:23])[C:19]([F:22])([F:20])[F:21])=[CH:14][CH:15]=2)[C:5]2[C:4](=[N:25][CH:30]=[C:28]([CH2:27][OH:26])[N:24]=2)[N:3]=1 |f:1.2,4.5|. Procedure: Pyrimidine 61 (Example 43, 5.0 g, 14.1 mmol) is dissolved in dimethylacetamide/water (1:1) with sodium ascorbate (2.85 g, 14.4 mmol). Dihydroxyacetone dimer (2.57 g, 14.3 mmol) is added and the reaction mixture is heated to 40° C. while air is bubbled into the reaction mixture. After 4 h the reaction mixture is poured into 250 mL of H2O, and the formed solid collected by filtration. This solid is redissolved in CH2Cl2/MeOH (3:1, 500 mL), and dried over MgSO4. The crude product is adsorbed on SiO...